This data is from the Open Reaction Database (ORD), a public repository of structured organic reaction records. The task is: describe an organic reaction: reactants, conditions, products, and yield Reactants: Brc1cccc2[nH]ccc12, C1CCOC1, CCCCCCC, CCOC(C)=O, [H-], [Na+], O, O=S(=O)(Cl)c1ccccc1. The product is O=S(=O)(c1ccccc1)n1ccc2c(Br)cccc21. RXN SMILES: [Br:8][c:9]1[c:10]2[cH:11][cH:12][nH:13][c:14]2[cH:15][cH:16][cH:17]1.[CH2:3]1[O:4][CH2:5][CH2:6][CH2:7]1.[CH3:28][CH2:29][CH2:30][CH2:31][CH2:32][CH2:33][CH3:34].[CH3:35][CH2:36][O:37][C:38]([CH3:39])=[O:40].[H-:1].[Na+:2].[OH2:41].[c:18]1([S:24](=[O:25])(=[O:26])[Cl:27])[cH:19][cH:20][cH:21][cH:22][cH:23]1>>[Br:8][c:9]1[c:10]2[cH:11][cH:12][n:13]([S:24]([c:18]3[cH:19][cH:20][cH:21][cH:22][cH:23]3)(=[O:25])=[O:26])[c:14]2[cH:15][cH:16][cH:17]1. Reactants: C(C)(=O)[O-].[NH4+] (Ammonium acetate), FC(C1=CC=C(C=O)C=C1)(F)F (4-trifluoromethylbenzaldehyde), [N+](=O)([O-])CCCC(=O)OC (methyl 4-nitrobutyrate). Run in C(C)O (ethanol). The product is [N+](=O)([O-])[C@@H]1CCC(N[C@H]1C1=CC=C(C=C1)C(F)(F)F)=O (trans-5-Nitro-6-(4-trifluoromethyl-phenyl)-piperidin-2-one). Reaction SMILES: C([O-])(=O)C.[NH4+:5].[F:6][C:7]([F:17])([F:16])[C:8]1[CH:15]=[CH:14][C:11]([CH:12]=O)=[CH:10][CH:9]=1.[N+:18]([CH2:21][CH2:22][CH2:23][C:24]([O:26]C)=O)([O-:20])=[O:19]>C(O)C>[N+:18]([C@H:21]1[C@H:12]([C:11]2[CH:14]=[CH:15][C:8]([C:7]([F:17])([F:16])[F:6])=[CH:9][CH:10]=2)[NH:5][C:24](=[O:26])[CH2:23][CH2:22]1)([O-:20])=[O:19] |f:0.1|. Reported procedure: Ammonium acetate (21.21 g), 4-trifluoromethylbenzaldehyde (19.61 ml) and methyl 4-nitrobutyrate (17.5 ml) in ethanol (150 ml) was stirred and heated under reflux for 3.5 h. After cooling to room temperature, an orange solid was formed which was filtered, washed with ethanol (2×100 ml) and dried in vacuo to give the title compound (30.56 g). Mass spectrometry. For C12H11F3N2O3, m/z 5.77 (2M+H+), 306 (M+NH4), 289 (MH+). The reactants are C[Li] (Methyl Lithium), ClC1=C(C=C(C=O)C=C1)F (4-Chloro-3-fluoro-benzaldehyde), ice water. Solvent: C1CCOC1 (THF). Conditions: time 1 hour. Product: ClC1=C(C=C(C=C1)C(C)O)F (1-(4-chloro-3-fluoro-phenyl)-ethanol). RXN SMILES: [Cl:1][C:2]1[CH:9]=[CH:8][C:5]([CH:6]=[O:7])=[CH:4][C:3]=1[F:10].[CH3:11][Li]>C1COCC1>[Cl:1][C:2]1[CH:9]=[CH:8][C:5]([CH:6]([OH:7])[CH3:11])=[CH:4][C:3]=1[F:10]. Reported procedure: 4-Chloro-3-fluoro-benzaldehyde (5.14 g, 32.4 mmol) was dissolved in THF (100 mL) and place at −78° C. under nitrogen atmosphere. Methyl Lithium (1.6 M in diethyl ether, 22.3 mL) was added to the reaction during a period of 3 minutes maintianing the same temperature. After the addition, the reaction was stirred at room temperature for 1 h. Then, the reaction was poured over ice water and extracted with ethyl acetate and hydrochloric acid 1N. The organic layer was collected, dried with sodium sulf... Reactants: O=C(O)c1cc(NC2CCCCC2)ncn1, ClCCl, Nc1ccc2[nH]ncc2c1. Product: O=C(Nc1ccc2[nH]ncc2c1)c1cc(NC2CCCCC2)ncn1. RXN SMILES: [CH:1]1([NH:7][c:8]2[cH:9][c:10]([C:14](=[O:15])[OH:16])[n:11][cH:12][n:13]2)[CH2:2][CH2:3][CH2:4][CH2:5][CH2:6]1.[Cl:27][CH2:28][Cl:29].[NH2:17][c:18]1[cH:19][c:20]2[cH:21][n:22][nH:23][c:24]2[cH:25][cH:26]1>>[CH:1]1([NH:7][c:8]2[cH:9][c:10]([C:14](=[O:16])[NH:17][c:18]3[cH:19][c:20]4[cH:21][n:22][nH:23][c:24]4[cH:25][cH:26]3)[n:11][cH:12][n:13]2)[CH2:2][CH2:3][CH2:4][CH2:5][CH2:6]1. The reactants are CCOCC, CO, C#C, CC(Cl)Cl, Cl[Sn](Cl)(Cl)Cl, [K+], [K+], [K+], O=C([O-])[O-], Oc1ccccc1Cl, O=S(=O)([O-])O. Product: C=Cc1cccc(Cl)c1O. As a reaction SMILES: [CH2:32]([O:33][CH2:34][CH3:35])[CH3:36].[CH3:37][OH:38].[CH:1]#[CH:2].[Cl:3][CH:4]([CH3:5])[Cl:6].[Cl:7][Sn:8]([Cl:9])([Cl:10])[Cl:11].[K+:20].[K+:21].[K+:31].[O-:22][C:23]([O-:24])=[O:25].[OH:12][c:13]1[cH:14][cH:15][cH:16][cH:17][c:18]1[Cl:19].[S:26](=[O:27])(=[O:28])([OH:29])[O-:30]>>[CH:4](=[CH2:5])[c:14]1[c:13]([OH:12])[c:18]([Cl:19])[cH:17][cH:16][cH:15]1. Starting materials: N1=CC=CC=C1 (pyridine), O (Water), NC=1C=C(C=NC1)C1=NN2C(C(=N1)NCC1=CC=CC=C1)=C(C=C2)C2=CC=CC=C2 (2-(5-Aminopyridin-3-yl)-N-benzyl-5-phenylpyrrolo[2,1-f][1,2,4]triazin-4-amine), ClC(CC(=O)OCC)=O (ethyl 3-chloro-3-oxopropanoate). The solvent is C(Cl)Cl (CH2Cl2), C(Cl)Cl (CH2Cl2). Reaction conditions: time 14 hour. The product is C(C1=CC=CC=C1)NC1=NC(=NN2C1=C(C=C2)C2=CC=CC=C2)C=2C=C(C=NC2)NC(CC(=O)OCC)=O (ethyl 3-((5-(4-(benzylamino)-5-phenylpyrrolo[2,1-f][1,2,4]triazin-2-yl)pyridin-3-yl)amino)-3-oxopropanoate). Yield: 62.2%. RXN SMILES: [NH2:1][C:2]1[CH:3]=[C:4]([C:8]2[N:13]=[C:12]([NH:14][CH2:15][C:16]3[CH:21]=[CH:20][CH:19]=[CH:18][CH:17]=3)[C:11]3=[C:22]([C:25]4[CH:30]=[CH:29][CH:28]=[CH:27][CH:26]=4)[CH:23]=[CH:24][N:10]3[N:9]=2)[CH:5]=[N:6][CH:7]=1.N1C=CC=CC=1.Cl[C:38](=[O:45])[CH2:39][C:40]([O:42][CH2:43][CH3:44])=[O:41].O>C(Cl)Cl>[CH2:15]([NH:14][C:12]1[C:11]2=[C:22]([C:25]3[CH:30]=[CH:29][CH:28]=[CH:27][CH:26]=3)[CH:23]=[CH:24][N:10]2[N:9]=[C:8]([C:4]2[CH:3]=[C:2]([NH:1][C:38](=[O:45])[CH2:39][C:40]([O:42][CH2:43][CH3:44])=[O:41])[CH:7]=[N:6][CH:5]=2)[N:13]=1)[C:16]1[CH:17]=[CH:18][CH:19]=[CH:20][CH:21]=1. Reported procedure: 2-(5-Aminopyridin-3-yl)-N-benzyl-5-phenylpyrrolo[2,1-f][1,2,4]triazin-4-amine (0.500 g, 1.27 mmol) was dissolved in CH2Cl2 (10 mL) and pyridine (0.103 mL, 1.27 mmol) was added, followed by the addition of ethyl 3-chloro-3-oxopropanoate (0.192 g, 1.27 mmol). The reaction mixture was stirred at room temperature for 14 h. Water (10 mL) was added to the reaction mixture followed by addition of CH2Cl2 (10×4 mL). The combined organic extracts were dried over sodium sulfate, filtered and concentrated u... Reactants: CC(C)(C)OC(=O)n1c(CN2CCNCC2=O)cc2cnccc21, CC(=O)O[BH-](OC(C)=O)OC(C)=O, CC(=O)O, CC#N, CCOC(C)=O, O=Cc1ccc(-c2ccc(Cl)s2)cc1. The product is CC(C)(C)OC(=O)n1c(CN2CCN(Cc3ccc(-c4ccc(Cl)s4)cc3)CC2=O)cc2cnccc21. As a reaction SMILES: [C:1]([CH3:2])([CH3:3])([CH3:4])[O:5][C:6](=[O:7])[n:8]1[c:9]([CH2:17][N:18]2[C:19](=[O:24])[CH2:20][NH:21][CH2:22][CH2:23]2)[cH:10][c:11]2[cH:12][n:13][cH:14][cH:15][c:16]12.[C:39]([O:40][BH-:41]([O:42][C:43](=[O:44])[CH3:45])[O:46][C:47](=[O:48])[CH3:49])(=[O:50])[CH3:51].[CH3:52][C:53](=[O:54])[OH:55].[CH3:56][C:57]#[N:58].[CH3:59][CH2:60][O:61][C:62]([CH3:63])=[O:64].[Cl:25][c:26]1[cH:27][cH:28][c:29](-[c:31]2[cH:32][cH:33][c:34]([CH:35]=[O:36])[cH:37][cH:38]2)[s:30]1>>[C:1]([CH3:2])([CH3:3])([CH3:4])[O:5][C:6](=[O:7])[n:8]1[c:9]([CH2:17][N:18]2[C:19](=[O:24])[CH2:20][N:21]([CH2:35][c:34]3[cH:33][cH:32][c:31](-[c:29]4[cH:28][cH:27][c:26]([Cl:25])[s:30]4)[cH:38][cH:37]3)[CH2:22][CH2:23]2)[cH:10][c:11]2[cH:12][n:13][cH:14][cH:15][c:16]12. The reactants are Example 69 ( 9 ), C1(CCCCC1)C(OC1=CC=C(C(=O)O)C=C1)C1=C(SC(=C1)C(CC)CC)CC (4-{cyclohexyl[2-ethyl-5-(1-ethylpropyl)thiophen-3-yl]methoxy}benzoic acid), CNCCC(=O)OCC (ethyl 3-(methylamino)propanoate). Product: C1(CCCCC1)C(OC1=CC=C(C=C1)C(=O)N(CCC(=O)O)C)C1=C(SC(=C1)C(CC)CC)CC (3-{[(4-{cyclohexyl[2-ethyl-5-(1-ethylpropyl)thiophen-3-yl]methoxy}phenyl)carbonyl](methyl)amino}propanoic acid). Isolated yield 38.8%. As a reaction SMILES: [CH:1]1([CH:7]([C:18]2[CH:22]=[C:21]([CH:23]([CH2:26][CH3:27])[CH2:24][CH3:25])[S:20][C:19]=2[CH2:28][CH3:29])[O:8][C:9]2[CH:17]=[CH:16][C:12]([C:13](O)=[O:14])=[CH:11][CH:10]=2)[CH2:6][CH2:5][CH2:4][CH2:3][CH2:2]1.[CH3:30][NH:31][CH2:32][CH2:33][C:34]([O:36]CC)=[O:35]>>[CH:1]1([CH:7]([C:18]2[CH:22]=[C:21]([CH:23]([CH2:26][CH3:27])[CH2:24][CH3:25])[S:20][C:19]=2[CH2:28][CH3:29])[O:8][C:9]2[CH:17]=[CH:16][C:12]([C:13]([N:31]([CH3:30])[CH2:32][CH2:33][C:34]([OH:36])=[O:35])=[O:14])=[CH:11][CH:10]=2)[CH2:6][CH2:5][CH2:4][CH2:3][CH2:2]1. Procedure: An operation similar to that in Example 69 (9) was performed using 4-{cyclohexyl[2-ethyl-5-(1-ethylpropyl)thiophen-3-yl]methoxy}benzoic acid (212 mg) synthesized in Example 73 (5) and ethyl 3-(methylamino)propanoate (80.4 mg) to give the title compound (99.2 mg, 39%).